From a dataset of the Open Reaction Database (ORD), a public repository of structured organic reaction records. describe an organic reaction: reactants, conditions, products, and yield The reactants are [O-]CC.[Na+] (sodium ethoxide), C1(CCCCC1)C(C)=O (1-cyclohexyl-1-ethanone), FC1=CC=C(C=O)C=C1 (4-fluorobenzaldehyde). Run in C(C)O (ethanol), CCOCC (ether). Yields the product C1(CCCCC1)C(C=CC1=CC=C(C=C1)F)=O (1-Cyclohexyl-3-(4-fluorophenyl)-2-propen-1-one). The yield is 69.6%. RXN SMILES: [O-]CC.[Na+].[CH:5]1([C:11](=[O:13])[CH3:12])[CH2:10][CH2:9][CH2:8][CH2:7][CH2:6]1.[F:14][C:15]1[CH:22]=[CH:21][C:18]([CH:19]=O)=[CH:17][CH:16]=1>C(O)C.CCOCC>[CH:5]1([C:11](=[O:13])[CH:12]=[CH:19][C:18]2[CH:21]=[CH:22][C:15]([F:14])=[CH:16][CH:17]=2)[CH2:10][CH2:9][CH2:8][CH2:7][CH2:6]1 |f:0.1|. Procedure details: A sodium ethoxide solution (21% by weight in ethanol, 6.805 gm, 21 mmol) was added to a mixture of 1-cyclohexyl-1-ethanone (18.749 g, 140 mmol, from Aldrich) and 4-fluorobenzaldehyde (17.37 g, 140 mmol, from Aldrich) in ethanol (100 ml), stirring under argon. The solution was allowed to stir 1.5 hours. The reaction mixture was then concentrated to afford an orange oil. The oil was dissolved in ether, washed with saturated NH4Cl and brine, then dried over Na2SO4, filtered and concentrated to an o... The reactants are NCC=1C=NC=CC1C1=NC=2N([C@@H](C(N(C2C=N1)C)=O)CC)C(C)C ((R)-2-(3-(aminomethyl)pyridin-4-yl)-7-ethyl-8-isopropyl-5-methyl-7,8-dihydropteridin-6(5H)-one), C(=O)(C(F)(F)F)O (TFA). The product is C(C)[C@@H]1C(N(C=2C=NC(=NC2N1C(C)C)C1=C(C=NC=C1)CNC(C1=CC=CC=C1)=O)C)=O ((R)—N-((4-(7-ethyl-8-isopropyl-5-methyl-6-oxo-5,6,7,8-tetrahydropteridin-2-yl)pyridin-3-yl)methyl)benzamide). As a reaction SMILES: [NH2:1][CH2:2][C:3]1[CH:4]=[N:5][CH:6]=[CH:7][C:8]=1[C:9]1[N:18]=[CH:17][C:16]2[N:15]([CH3:19])[C:14](=[O:20])[C@@H:13]([CH2:21][CH3:22])[N:12]([CH:23]([CH3:25])[CH3:24])[C:11]=2[N:10]=1.[C:26](O)([C:28](F)(F)F)=[O:27]>>[CH2:21]([C@H:13]1[N:12]([CH:23]([CH3:24])[CH3:25])[C:11]2[N:10]=[C:9]([C:8]3[CH:7]=[CH:6][N:5]=[CH:4][C:3]=3[CH2:2][NH:1][C:26](=[O:27])[C:28]3[CH:6]=[CH:7][CH:8]=[CH:3][CH:2]=3)[N:18]=[CH:17][C:16]=2[N:15]([CH3:19])[C:14]1=[O:20])[CH3:22]. Procedure: The title compound was prepared similarly to the methods described in Example 102, with (R)-2-(3-(aminomethyl)pyridin-4-yl)-7-ethyl-8-isopropyl-5-methyl-7,8-dihydropteridin-6(5H)-one (Example 126) instead of (R)-2-(3-aminopyridin-4-yl)-8-cyclopentyl-7-ethyl-5-methyl-7,8-dihydropteridin-6(5H)-one (Example 91). LCMS (0.05% TFA): 445.2 m/z (M+H)+; 1H-NMR (MeOD, 500 MHz): δ: 8.89 (bs, 1H), 8.82 (bs, 1H), 8.43 (d, 1H, J=5.0 Hz), 8.24 (s, 1H), 7.80 (d, 2H, J=7.5 Hz), 7.57 (t, 1H, J=7.5 Hz), 7.47 (t, 2... Conditions: temperature 0 celsius, time 15 minute. Product: C\C(=C/CCC(=O)OC(C)(C)C)\CC\C=C(\CCC=C(C)C)/C ((E,E)-5,9,13-Trimethyl-4,8,12-tetradecatrienoic acid, 1,1-dimethylethyl ester). Starting materials: C(C)(C)NC(C)C (diisopropylamine), C(CCC)[Li] (n-butyllithium), CN(P(=O)(N(C)C)N(C)C)C (hexamethylphosphoramide), C\C(=C/CBr)\CC\C=C(\CCC=C(C)C)/C ((E,E) -3,7,11-Trimethyl-2,6,10-dodecatrienyl bromide), C(C)(=O)OC(C)(C)C (t-butyl acetate). Reaction SMILES: C(NC(C)C)(C)C.C([Li])CCC.[C:13]([O:16][C:17]([CH3:20])([CH3:19])[CH3:18])(=[O:15])[CH3:14].CN(C)P(N(C)C)(N(C)C)=O.[CH3:32]/[C:33](/[CH2:37][CH2:38]/[CH:39]=[C:40](\[CH3:47])/[CH2:41][CH2:42][CH:43]=[C:44]([CH3:46])[CH3:45])=[CH:34]\[CH2:35]Br>O1CCCC1>[CH3:32]/[C:33](/[CH2:37][CH2:38]/[CH:39]=[C:40](\[CH3:47])/[CH2:41][CH2:42][CH:43]=[C:44]([CH3:46])[CH3:45])=[CH:34]\[CH2:35][CH2:14][C:13]([O:16][C:17]([CH3:20])([CH3:19])[CH3:18])=[O:15]. Isolated yield 65.0%. The solvent is O1CCCC1 (tetrahydrofuran), hexanes, O1CCCC1 (THF). Procedure details: To a solution of 9.60 mL (68.5 mmol, 1.5 eq.) of diisopropylamine in 100 mL of tetrahydrofuran (THF) at -78° C. under argon was added 28.2 mL (45.0 mmol, 1.0 eq.) of 1.6M n-butyllithium in hexanes over 20 minutes. After warming to 0° C. for 15 minutes, the solution was recooled to -78° C. and 6.05 mL (45 mmol, 1.0 eq.) of t-butyl acetate was added over 20 minutes. After an additional 15 minutes, 16.0 mL (92 mmol, 2.05 eq.) of hexamethylphosphoramide (HMPA) was added, followed by a solution of 12... The product is ClC1=CC=C2C(=CN(C2=C1)C)C=1C(NC(C1C1=CN(C2=CC(=CC=C12)N1CCCC1)C)=O)=O (3-(6-Chloro-1-methyl-1H-indol-3-yl)-4-(1-methyl-6-pyrrolidin-1-yl-1H-indol-3-yl)pyrrole-2,5-dione). The yield is 39.1%. Procedure details: 3-(6-Chloro-1-methyl-1H-indol-3-yl)-4-(1-methyl-6-pyrrolidin-1-yl-1H-indol-3-yl)pyrrole-2,5-dione (70 mg, 37%) was prepared from methyl (6-chloro-1-methyl-1H-indol-3-yl)glyoxylate (98 mg, 0.39 mmol) and (1-methyl-6-pyrrolidin-1-yl-1H-indol-3-yl)-acetamide (100 mg, 0.39 mmol). The reactants are ClC1=CC=C2C(=CN(C2=C1)C)C(C(=O)OC)=O (methyl (6-chloro-1-methyl-1H-indol-3-yl)glyoxylate), CN1C=C(C2=CC=C(C=C12)N1CCCC1)CC(=O)N ((1-methyl-6-pyrrolidin-1-yl-1H-indol-3-yl)-acetamide). Reaction SMILES: [Cl:1][C:2]1[CH:10]=[C:9]2[C:5]([C:6]([C:12](=O)[C:13]([O:15]C)=O)=[CH:7][N:8]2[CH3:11])=[CH:4][CH:3]=1.[CH3:18][N:19]1[C:27]2[C:22](=[CH:23][CH:24]=[C:25]([N:28]3[CH2:32][CH2:31][CH2:30][CH2:29]3)[CH:26]=2)[C:21]([CH2:33][C:34]([NH2:36])=[O:35])=[CH:20]1>>[Cl:1][C:2]1[CH:10]=[C:9]2[C:5]([C:6]([C:12]3[C:13](=[O:15])[NH:36][C:34](=[O:35])[C:33]=3[C:21]3[C:22]4[C:27](=[CH:26][C:25]([N:28]5[CH2:29][CH2:30][CH2:31][CH2:32]5)=[CH:24][CH:23]=4)[N:19]([CH3:18])[CH:20]=3)=[CH:7][N:8]2[CH3:11])=[CH:4][CH:3]=1. Reactants: CCCSc1ccc(Br)cc1, C1CCOC1, CO, O. The product is CCCS(=O)(=O)c1ccc(Br)cc1. Reaction SMILES: [Br:1][c:2]1[cH:3][cH:4][c:5]([S:8][CH2:9][CH2:10][CH3:11])[cH:6][cH:7]1.[CH2:13]1[CH2:16][CH2:15][CH2:14][O:17]1.[CH3:18][OH:19].[OH2:12]>>[Br:1][c:2]1[cH:3][cH:4][c:5]([S:8]([CH2:9][CH2:10][CH3:11])(=[O:12])=[O:17])[cH:6][cH:7]1. Reactants: ClC1=C(N=C(N1C(C)C)C)C1=CC=C(C=C1)O (4-[5-chloro-1-(1-methylethyl)-2-methylimidazol-4-yl]phenol), ClCC1=C(OC(C(=O)OC)C)C=C(C=C1)CC (methyl 2-(2-chlormethyl-5-ethylphenoxy)propanoate), C([O-])([O-])=O.[K+].[K+] (potassium carbonate). Solvent: CN(C=O)C (N,N-dimethylformamide). The product is C(C)C=1C=CC(=C(OC(C(=O)OC)C)C1)COC1=CC=C(C=C1)C=1N=C(N(C1Cl)C(C)C)C (methyl 2-[5-ethyl-2-[4-[5-chloro-1-(1-methylethyl)-2-methyl-imidazol-4-yl]phenoxymethyl]phenoxy]propanoate). As a reaction SMILES: [Cl:1][C:2]1[N:6]([CH:7]([CH3:9])[CH3:8])[C:5]([CH3:10])=[N:4][C:3]=1[C:11]1[CH:16]=[CH:15][C:14]([OH:17])=[CH:13][CH:12]=1.Cl[CH2:19][C:20]1[CH:32]=[CH:31][C:30]([CH2:33][CH3:34])=[CH:29][C:21]=1[O:22][CH:23]([CH3:28])[C:24]([O:26][CH3:27])=[O:25].C(=O)([O-])[O-].[K+].[K+]>CN(C)C=O>[CH2:33]([C:30]1[CH:31]=[CH:32][C:20]([CH2:19][O:17][C:14]2[CH:13]=[CH:12][C:11]([C:3]3[N:4]=[C:5]([CH3:10])[N:6]([CH:7]([CH3:9])[CH3:8])[C:2]=3[Cl:1])=[CH:16][CH:15]=2)=[C:21]([CH:29]=1)[O:22][CH:23]([CH3:28])[C:24]([O:26][CH3:27])=[O:25])[CH3:34] |f:2.3.4|. Reported procedure: This compound is prepared in a manner analogous to that of Step I of Example 1, using 0.75 gram (0.0030 mole) of 4-[5-chloro-1-(1-methylethyl)-2-methylimidazol-4-yl]phenol, 0.84 gram (0.0036 mole) of methyl 2-(2-chlormethyl-5-ethylphenoxy)propanoate (prepared in Steps A through C of Example 1), and 0.62 gram (0.0045 mole) of potassium carbonate in N,N-dimethylformamide, yielding the title compound. Reactants: CC(=O)O, Cn1ccnc1C=O, N#Cc1ccn2ncc(-c3ncc4[nH]c(=O)n(C5CCOCC5)c4n3)c2c1. The product is Cn1ccnc1-c1nc2cnc(-c3cnn4ccc(C#N)cc34)nc2n1C1CCOCC1. As a reaction SMILES: [C:36]([OH:37])(=[O:38])[CH3:39].[CH3:28][n:29]1[c:30]([CH:34]=[O:35])[n:31][cH:32][cH:33]1.[O:1]=[c:2]1[n:3]([CH:22]2[CH2:23][CH2:24][O:25][CH2:26][CH2:27]2)[c:4]2[n:5][c:6](-[c:11]3[cH:12][n:13][n:14]4[c:15]3[cH:16][c:17]([C:20]#[N:21])[cH:18][cH:19]4)[n:7][cH:8][c:9]2[nH:10]1>>[c:2]1(-[c:30]2[n:29]([CH3:28])[cH:33][cH:32][n:31]2)[n:3]([CH:22]2[CH2:23][CH2:24][O:25][CH2:26][CH2:27]2)[c:4]2[n:5][c:6](-[c:11]3[cH:12][n:13][n:14]4[c:15]3[cH:16][c:17]([C:20]#[N:21])[cH:18][cH:19]4)[n:7][cH:8][c:9]2[n:10]1.